This data is from the Open Reaction Database (ORD), a public repository of structured organic reaction records. The task is: describe an organic reaction: reactants, conditions, products, and yield Procedure details: Intermediate 35 was coupled with methanesulfonyl chloride following procedure D. LC-MS showed the product had the expected M+H+ of 467. As a reaction SMILES: [C:1]([O:5][C:6]([N:8]1[CH2:12][CH2:11][CH:10]([NH:13][CH2:14][C:15]2[CH:20]=[CH:19][CH:18]=[C:17]([C:21]3[CH:26]=[CH:25][N:24]=[C:23]([Cl:27])[N:22]=3)[CH:16]=2)[CH2:9]1)=[O:7])([CH3:4])([CH3:3])[CH3:2].[CH3:28][S:29](Cl)(=[O:31])=[O:30]>>[C:1]([O:5][C:6]([N:8]1[CH2:12][CH2:11][CH:10]([N:13]([CH2:14][C:15]2[CH:20]=[CH:19][CH:18]=[C:17]([C:21]3[CH:26]=[CH:25][N:24]=[C:23]([Cl:27])[N:22]=3)[CH:16]=2)[S:29]([CH3:28])(=[O:31])=[O:30])[CH2:9]1)=[O:7])([CH3:4])([CH3:2])[CH3:3]. Product: C(C)(C)(C)OC(=O)N1CC(CC1)N(S(=O)(=O)C)CC1=CC(=CC=C1)C1=NC(=NC=C1)Cl (3-{[3-(2-Chloro-pyrimidin-4-yl)-benzyl]-methanesulfonyl-amino}-pyrrolidine-1-carboxylic acid tert-butyl ester). Starting materials: C(C)(C)(C)OC(=O)N1CC(CC1)NCC1=CC(=CC=C1)C1=NC(=NC=C1)Cl (3-[3-(2-Chloro-pyrimidin-4-yl)-benzylamino]-pyrrolidine-1-carboxylic acid tert-butyl ester), CS(=O)(=O)Cl (methanesulfonyl chloride), 467. The reactants are O=C([O-])O, CN1CCCC1=O, Nc1ccc(OCc2cccc(F)c2)c(Cl)c1, CCCn1ccc2ncnc(Cl)c21, [Na+]. The product is CCCn1ccc2ncnc(Nc3ccc(OCc4cccc(F)c4)c(Cl)c3)c21. Reaction SMILES: [C:38](=[O:39])([O-:40])[OH:41].[CH3:31][N:32]1[CH2:33][CH2:34][CH2:35][C:36]1=[O:37].[Cl:14][c:15]1[cH:16][c:17]([NH2:18])[cH:19][cH:20][c:21]1[O:22][CH2:23][c:24]1[cH:25][c:26]([F:30])[cH:27][cH:28][cH:29]1.[Cl:1][c:2]1[c:3]2[c:4]([n:5][cH:6][n:7]1)[cH:8][cH:9][n:10]2[CH2:11][CH2:12][CH3:13].[Na+:42]>>[c:2]1([NH:18][c:17]2[cH:16][c:15]([Cl:14])[c:21]([O:22][CH2:23][c:24]3[cH:25][c:26]([F:30])[cH:27][cH:28][cH:29]3)[cH:20][cH:19]2)[c:3]2[c:4]([n:5][cH:6][n:7]1)[cH:8][cH:9][n:10]2[CH2:11][CH2:12][CH3:13].